From a dataset of the Open Reaction Database (ORD), a public repository of structured organic reaction records. describe an organic reaction: reactants, conditions, products, and yield Starting materials: C1CCOC1, CCOC(=O)c1cccc(C=CCn2cccc2C(=O)c2ccc(C)cc2)c1, CO, [Li+], [OH-]. Product: Cc1ccc(C(=O)c2cccn2CC=Cc2cccc(C(=O)O)c2)cc1. As a reaction SMILES: [CH2:31]1[O:32][CH2:33][CH2:34][CH2:35]1.[CH3:1][c:2]1[cH:3][cH:4][c:5]([C:6](=[O:7])[c:8]2[n:9]([CH2:13][CH:14]=[CH:15][c:16]3[cH:17][c:18]([C:19](=[O:20])[O:21][CH2:22][CH3:23])[cH:24][cH:25][cH:26]3)[cH:10][cH:11][cH:12]2)[cH:27][cH:28]1.[CH3:36][OH:37].[Li+:29].[OH-:30]>>[CH3:1][c:2]1[cH:3][cH:4][c:5]([C:6](=[O:7])[c:8]2[n:9]([CH2:13][CH:14]=[CH:15][c:16]3[cH:17][c:18]([C:19](=[O:20])[OH:21])[cH:24][cH:25][cH:26]3)[cH:10][cH:11][cH:12]2)[cH:27][cH:28]1. Starting materials: ClCC(=O)Cl (chloracetyl chloride), CC1=C(N)C=CC(=C1)C (2,4-dimethylaniline), O (water). The solvent is C(C)(=O)O (acetic acid). Yields the product ClCC(=O)NC1=CC=CC=C1 (ω-chloracetanilide). The yield is 80.0%. As a reaction SMILES: C[C:2]1[CH:8]=[C:7](C)[CH:6]=[CH:5][C:3]=1[NH2:4].[Cl:10][CH2:11][C:12](Cl)=[O:13].O>C(O)(=O)C>[Cl:10][CH2:11][C:12]([NH:4][C:3]1[CH:2]=[CH:8][CH:7]=[CH:6][CH:5]=1)=[O:13]. Procedure details: In accordance with the present invention there is provided a method for the preparation of a scintillographic agent which comprises dissolving 2,4-dimethylaniline in acetic acid at room temperature, mixing the resulting solution with chloracetyl chloride under vigorous mixing. The solution then is kept several hours at a temperature of 4° C. The reaction mixture is poured into water with ice. The sediment is crystallized from alcohol and from post-crystallizatic bases, diluted in water, a furthe...